From a dataset of the Open Reaction Database (ORD), a public repository of structured organic reaction records. describe an organic reaction: reactants, conditions, products, and yield Starting materials: C(C)N(CCCC(O)C1=CC=C(C=C1)NS(=O)(=O)C)CCCCCC(C)O (N-(4-(4-(Ethyl(6-hydroxyheptyl)amino)-1-hydroxybutyl)phenyl)methanesulfonamide), FC(C(=O)O)(F)F (trifluoroacetic acid). Product: C(C)N(CC/C=C/C1=CC=C(C=C1)NS(=O)(=O)C)CCCCCC(C)O ((E)-N-(4-(4-(Ethyl(6-hydroxyheptyl)amino)-1-butenyl)phenyl)methanesulfonamide). RXN SMILES: [CH2:1]([N:3]([CH2:20][CH2:21][CH2:22][CH2:23][CH2:24][CH:25]([OH:27])[CH3:26])[CH2:4][CH2:5][CH2:6][CH:7]([C:9]1[CH:14]=[CH:13][C:12]([NH:15][S:16]([CH3:19])(=[O:18])=[O:17])=[CH:11][CH:10]=1)O)[CH3:2].FC(F)(F)C(O)=O>>[CH2:1]([N:3]([CH2:20][CH2:21][CH2:22][CH2:23][CH2:24][CH:25]([OH:27])[CH3:26])[CH2:4][CH2:5]/[CH:6]=[CH:7]/[C:9]1[CH:14]=[CH:13][C:12]([NH:15][S:16]([CH3:19])(=[O:17])=[O:18])=[CH:11][CH:10]=1)[CH3:2]. Procedure: In the process as described in Example 2 the product of Example 5 is treated with trifluoroacetic acid to give the titled compound. Starting materials: ICC=1N(C(C=C(N1)C1=NC=NC=C1)=O)C (2-iodomethyl-1-methyl-1H-[4,4′]bipyrimidinyl-6-one), C1(C=2C(C(N1)=O)=CC=CC2)=O.[K] (potassium phthalimide), O (water). Solvent: CN(C=O)C (dimethylformamide). Reaction conditions: temperature 130 celsius, time 3 hour. The product is CN1C(=NC(=CC1=O)C1=NC=NC=C1)CN1C(C2=CC=CC=C2C1=O)=O (2-(1-Methyl-6-oxo-1,6-dihydro-[4,4]bipyrimidinyl-2-ylmethyl)-isoindole-1,3-dione). Isolated yield 33.8%. As a reaction SMILES: I[CH2:2][C:3]1[N:4]([CH3:16])[C:5](=[O:15])[CH:6]=[C:7]([C:9]2[CH:14]=[CH:13][N:12]=[CH:11][N:10]=2)[N:8]=1.[C:17]1(=[O:27])[NH:21][C:20](=[O:22])[C:19]2=[CH:23][CH:24]=[CH:25][CH:26]=[C:18]12.[K].O>CN(C)C=O>[CH3:16][N:4]1[C:5](=[O:15])[CH:6]=[C:7]([C:9]2[CH:14]=[CH:13][N:12]=[CH:11][N:10]=2)[N:8]=[C:3]1[CH2:2][N:21]1[C:17](=[O:27])[C:18]2[C:19](=[CH:23][CH:24]=[CH:25][CH:26]=2)[C:20]1=[O:22] |f:1.2,^1:27|. Procedure: To a solution of 14.80 g (45.11 mmol) of 2-iodomethyl-1-methyl-1H-[4,4′]bipyrimidinyl-6-one in 30 ml of anhydrous dimethylformamide was added 16.71 g (90.21 mmol) of potassium phthalimide. The resulting mixture was stirred at 130° C. for 3 h. After cooling, water was added and the resulting mixture was stirred for 12 h at 0° C. The precipitate was filtered, heated in ethyl acetate and the precipitate was filtered. The product was dried to give 5.3 g (30%) of pure compound as a brown solid. RXN SMILES: [CH3:1][O:2][C:3]1[CH:4]=[C:5]([CH2:13][C:14]([OH:16])=O)[CH:6]=[C:7]([O:11][CH3:12])[C:8]=1[O:9][CH3:10].C1C=CC=CC=1.C(N(CC)C#CC)C.[CH3:31][O:32][C:33]1[CH:34]=[C:35]2[C:40](=[CH:41][C:42]=1[O:43][CH3:44])[C:39](=[CH:45][C:46]1[CH:51]=[C:50]([O:52][CH3:53])[C:49]([O:54][CH3:55])=[C:48]([O:56][CH3:57])[CH:47]=1)[NH:38][CH2:37][CH2:36]2>N1C=CC=CC=1>[CH3:31][O:32][C:33]1[CH:34]=[C:35]2[C:40](=[CH:41][C:42]=1[O:43][CH3:44])/[C:39](=[CH:45]/[C:46]1[CH:51]=[C:50]([O:52][CH3:53])[C:49]([O:54][CH3:55])=[C:48]([O:56][CH3:57])[CH:47]=1)/[N:38]([C:14](=[O:16])[CH2:13][C:5]1[CH:6]=[C:7]([O:11][CH3:12])[C:8]([O:9][CH3:10])=[C:3]([O:2][CH3:1])[CH:4]=1)[CH2:37][CH2:36]2. Reported procedure: To a suspension of 24 parts of 3,4,5-trimethoxybenzeneacetic acid in 25 parts of benzene is added 7 parts of N,N-diethyl-1-propyne-1-amine, followed by a solution of 12 parts of 3,4-dihydro-6,7-dimethoxy-1-[(3,4,5-trimethoxyphenyl)methylene]isoquinoline [Ber. deut. chem. Ges., 55, 2989 (1922)] in 60 parts of pyridine. The resultant mixture is stirred at room temperatures for 18 hours, whereupon it is consecutively washed with aqueous 5% potassium carbonate, approximately 0.2% hydrochloric acid, ... Yields the product COC=1C=C2CCN(\C(\C2=CC1OC)=C/C1=CC(=C(C(=C1)OC)OC)OC)C(CC1=CC(=C(C(=C1)OC)OC)OC)=O ((Z)-1,2,3,4-tetrahydro-6,7-dimethoxy-2-(3,4,5-trimethoxybenzeneacetyl)-1-[(3,4,5-trimethoxyphenyl)methylene]isoquinoline). The solvent is N1=CC=CC=C1 (pyridine). The reactants are 24, COC=1C=C(C=C(C1OC)OC)CC(=O)O (3,4,5-trimethoxybenzeneacetic acid), C1=CC=CC=C1 (benzene), C(C)N(C#CC)CC (N,N-diethyl-1-propyne-1-amine), resultant mixture, 12, COC=1C=C2CCNC(C2=CC1OC)=CC1=CC(=C(C(=C1)OC)OC)OC (3,4-dihydro-6,7-dimethoxy-1-[(3,4,5-trimethoxyphenyl)methylene]isoquinoline). Starting materials: Cl (hydrochloric acid), OC=1C=C(C=C(C1O)[N+](=O)[O-])C(C(=O)OCCCCCC)=O (n-hexyl 3,4-dihydroxy-5-nitrophenylglyoxylate), NNC(=S)N (thiosemicarbazide), [OH-].[Na+] (sodium hydroxide). The solvent is O (water). Run at time 30 minute. Yields the product OC=1C=C(C=C(C1O)[N+](=O)[O-])C=1C(NC(=NN1)S)=O (6-(3,4-dihydroxy-5-nitrophenyl)-3 -mercapto-1,2,4-triazin-5(4H)-one). RXN SMILES: [OH:1][C:2]1[CH:3]=[C:4]([C:12](=O)[C:13]([O:15]CCCCCC)=O)[CH:5]=[C:6]([N+:9]([O-:11])=[O:10])[C:7]=1[OH:8].[NH2:23][NH:24][C:25]([NH2:27])=[S:26].[OH-].[Na+].Cl>O>[OH:1][C:2]1[CH:3]=[C:4]([C:12]2[C:13](=[O:15])[NH:27][C:25]([SH:26])=[N:24][N:23]=2)[CH:5]=[C:6]([N+:9]([O-:11])=[O:10])[C:7]=1[OH:8] |f:2.3|. Procedure details: A suspension of 2.05 g of n-hexyl 3,4-dihydroxy-5-nitrophenylglyoxylate and 600.8 mg of thiosemicarbazide is stirred intensively at 90° for 30 minutes. The mixture is then cooled to 40° and treated with a solution of 870.1 mg of sodium hydroxide in 15 ml of water. The solution is subsequently heated to 90° for 30 minutes, cooled to room temperature and treated dropwise with 2 ml of conc. hydrochloric acid. The crystallized-out product is filtered under suction and then dissolved in ethyl acetate... Reactants: O=C([O-])[O-], CCOC(C)=O, Cc1cnc(Cl)nc1, [Cs+], [Cs+], NCC1CCN(C(=O)OCc2ccccc2)CC1, CN(C)C=O. Product: Cc1cnc(NCC2CCN(C(=O)OCc3ccccc3)CC2)nc1. Reaction SMILES: [C:27](=[O:28])([O-:29])[O-:30].[CH3:38][CH2:39][O:40][C:41](=[O:42])[CH3:43].[Cl:19][c:20]1[n:21][cH:22][c:23]([CH3:26])[cH:24][n:25]1.[Cs+:31].[Cs+:32].[NH2:1][CH2:2][CH:3]1[CH2:4][CH2:5][N:6]([C:9](=[O:10])[O:11][CH2:12][c:13]2[cH:14][cH:15][cH:16][cH:17][cH:18]2)[CH2:7][CH2:8]1.[O:33]=[CH:34][N:35]([CH3:36])[CH3:37]>>[NH:1]([CH2:2][CH:3]1[CH2:4][CH2:5][N:6]([C:9](=[O:10])[O:11][CH2:12][c:13]2[cH:14][cH:15][cH:16][cH:17][cH:18]2)[CH2:7][CH2:8]1)[c:20]1[n:21][cH:22][c:23]([CH3:26])[cH:24][n:25]1. As a reaction SMILES: [C:27](=[O:28])([OH:29])[O-:30].[CH3:21][CH2:22][O:23][C:24](=[O:25])[CH3:26].[CH:1](=[O:2])[c:3]1[cH:4][cH:5][c:6]2[c:14]([n:15]1)-[c:13]1[c:8]([cH:9][c:10]([Br:16])[cH:11][cH:12]1)[C:7]2=[O:17].[ClH:18].[NH2:19][OH:20].[Na+:31].[cH:32]1[cH:33][cH:34][n:35][cH:36][cH:37]1>>[CH:1]([c:3]1[cH:4][cH:5][c:6]2[c:14]([n:15]1)-[c:13]1[c:8]([cH:9][c:10]([Br:16])[cH:11][cH:12]1)[C:7]2=[O:17])=[N:19][OH:20]. Yields the product O=C1c2cc(Br)ccc2-c2nc(C=NO)ccc21. The reactants are O=C([O-])O, CCOC(C)=O, O=Cc1ccc2c(n1)-c1ccc(Br)cc1C2=O, Cl, NO, [Na+], c1ccncc1.